From a dataset of the Open Reaction Database (ORD), a public repository of structured organic reaction records. describe an organic reaction: reactants, conditions, products, and yield Reactants: BrC1=CC2=CC=C(C=C2C=C1)OC (2-bromo-6-methoxynaphthalene), COC1=CC=C(C=C1)B(O)O (4-methoxybenzene boronic acid), C1(=CC=CC=C1)P(C1=CC=CC=C1)C1=CC=CC=C1 (triphenylphosphine), C(=O)([O-])[O-].[Na+].[Na+] (Na2CO3). Reagents/catalysts: C(C)(=O)[O-].[Pd+2].C(C)(=O)[O-] (Palladium acetate). The solvent is O (water), C(CC)O (1-propanol), O (water). Run at time 30 minute. Product: COC1=CC2=CC=C(C=C2C=C1)C1=CC=C(C=C1)OC (2-methoxy-6-(4′-methoxyphenyl)naphthalene). As a reaction SMILES: Br[C:2]1[CH:11]=[CH:10][C:9]2[C:4](=[CH:5][CH:6]=[C:7]([O:12][CH3:13])[CH:8]=2)[CH:3]=1.[CH3:14][O:15][C:16]1[CH:21]=[CH:20][C:19](B(O)O)=[CH:18][CH:17]=1.C1(P(C2C=CC=CC=2)C2C=CC=CC=2)C=CC=CC=1.C([O-])([O-])=O.[Na+].[Na+]>C([O-])(=O)C.[Pd+2].C([O-])(=O)C.O.C(O)CC>[CH3:13][O:12][C:7]1[CH:6]=[CH:5][C:4]2[C:9](=[CH:10][CH:11]=[C:2]([C:19]3[CH:20]=[CH:21][C:16]([O:15][CH3:14])=[CH:17][CH:18]=3)[CH:3]=2)[CH:8]=1 |f:3.4.5,6.7.8|. Reported procedure: In an 100 mL three-necked RB flask equipped with a magnetic bar, a condenser and a nitrogen gas inlet, 2-bromo-6-methoxynaphthalene (7.32 g, 30 mmol), 4-methoxybenzene boronic acid (4.86 g, 32 mmol) and 1-propanol (50 mL) were mixed and stirred at room temperature for approx. 30 min. Palladium acetate (0.02 g, 0.09 mmol), triphenylphosphine (0.07 g, 0.27 mmol), Na2CO3 solution (2M, 18 mL, 36 mmol) and water (10 mL) were added and the mixture was refluxed for 1.5 h. When the mixture was still hot... Reactants: IC1=C(C(=O)O)C=CC=C1 (2-iodobenzoic acid), N1N=NC=C1 (1,2,3-triazole), CsCO3, CN[C@H]1[C@@H](CCCC1)NC (trans-N,N′-dimethylcyclohexane-1,2-diamine). The reagents and catalysts are [Cu]I (CuI). The solvent is CN(C)C=O (DMF), CCOC(=O)C (EtOAc). Conditions: temperature 120 celsius. Product: N=1N(N=CC1)C1=C(C(=O)O)C=CC=C1 (2-(2H-1,2,3-triazol-2-yl)benzoic acid). As a reaction SMILES: I[C:2]1[CH:10]=[CH:9][CH:8]=[CH:7][C:3]=1[C:4]([OH:6])=[O:5].[NH:11]1[CH:15]=[CH:14][N:13]=[N:12]1.CN[C@@H]1CCCC[C@H]1NC>CN(C=O)C.CCOC(C)=O.[Cu]I>[N:11]1[N:12]([C:2]2[CH:10]=[CH:9][CH:8]=[CH:7][C:3]=2[C:4]([OH:6])=[O:5])[N:13]=[CH:14][CH:15]=1. Procedure details: A solution of 2-iodobenzoic acid (3.0 g, 12.09 mmol) in DMF was treated with (1.5 g, 21.7 mmol) 1,2,3-triazole, 7.08 g (21.7 mmol) CsCO3, 114 mg (0.60 mmol) CuI and 310 mg (2.17 mmol) trans-N,N′-dimethylcyclohexane-1,2-diamine. The mixture was heated at 120° C. for 10 min in a microwave reactor. The reaction was cooled to rt, diluted with EtOAc, and filtered through Celite. The residue was purified by gradient elution on SiO2 (0 to 10% MeOH in DCM with 0.1% AcOH) to give the faster eluting desir... Reactants: Clc1ncccc1CBr, CO, CCOC(C)=O, N#C[Na]. Yields the product N#CCc1cccnc1Cl. As a reaction SMILES: [Br:1][CH2:2][c:3]1[c:4]([Cl:9])[n:5][cH:6][cH:7][cH:8]1.[CH3:13][OH:14].[CH3:15][CH2:16][O:17][C:18]([CH3:19])=[O:20].[Na:10][C:11]#[N:12]>>[CH2:2]([c:3]1[c:4]([Cl:9])[n:5][cH:6][cH:7][cH:8]1)[C:11]#[N:12]. Reactants: CNC(=O)c1cccc(F)c1Nc1nc(Cl)ncc1Cl, CC(C)N1C(=O)CCC(C)(C)c2ccc(N)cc21. The product is CNC(=O)c1cccc(F)c1Nc1nc(Nc2ccc3c(c2)N(C(C)C)C(=O)CCC3(C)C)ncc1Cl. As a reaction SMILES: [Cl:19][c:20]1[n:21][cH:22][c:23]([Cl:38])[c:24]([NH:26][c:27]2[c:28]([C:29](=[O:30])[NH:31][CH3:32])[cH:33][cH:34][cH:35][c:36]2[F:37])[n:25]1.[NH2:1][c:2]1[cH:3][cH:4][c:5]2[c:6]([cH:18]1)[N:7]([CH:15]([CH3:16])[CH3:17])[C:8](=[O:14])[CH2:9][CH2:10][C:11]2([CH3:12])[CH3:13]>>[NH:1]([c:2]1[cH:3][cH:4][c:5]2[c:6]([cH:18]1)[N:7]([CH:15]([CH3:16])[CH3:17])[C:8](=[O:14])[CH2:9][CH2:10][C:11]2([CH3:12])[CH3:13])[c:20]1[n:21][cH:22][c:23]([Cl:38])[c:24]([NH:26][c:27]2[c:28]([C:29](=[O:30])[NH:31][CH3:32])[cH:33][cH:34][cH:35][c:36]2[F:37])[n:25]1.